From a dataset of the Open Reaction Database (ORD), a public repository of structured organic reaction records. describe an organic reaction: reactants, conditions, products, and yield Starting materials: [Si](C)(C)(C(C)(C)C)O[C@H]1CO[C@H]2[C@@H]1OCC2=O ((3aS,6S,6aS)-6-(tert-butyldimethylsilyloxy)tetrahydrofuro[3,2-b]furan-3(2H)-one), CC(C)([O-])C.[K+] (potassium tert-butoxide). The reagents and catalysts are [Br-].C[P+](C1=CC=CC=C1)(C1=CC=CC=C1)C1=CC=CC=C1 (methyltriphenylphosphonium bromide). Run in O1CCCC1 (tetrahydrofuran), O1CCCC1 (tetrahydrofuran), O (water). Run at time 2.25 hour. Yields the product C(C)(C)(C)[Si](O[C@H]1[C@@H]2[C@H](OC1)C(CO2)=C)(C)C (tert-butyldimethyl((3R,3aS,6aR)-6-methylene hexahydrofuro[3,2-b]furan-3-yloxy)silane). Isolated yield 234.7%. RXN SMILES: [CH3:1]C(C)([O-])C.[K+].[Si:7]([O:14][C@@H:15]1[C@H:19]2[O:20][CH2:21][C:22](=O)[C@H:18]2[O:17][CH2:16]1)([C:10]([CH3:13])([CH3:12])[CH3:11])([CH3:9])[CH3:8]>[Br-].C[P+](C1C=CC=CC=1)(C1C=CC=CC=1)C1C=CC=CC=1.O1CCCC1.O>[C:10]([Si:7]([CH3:8])([CH3:9])[O:14][C@@H:15]1[CH2:16][O:17][C@@H:18]2[C:22](=[CH2:1])[CH2:21][O:20][C@H:19]12)([CH3:11])([CH3:12])[CH3:13] |f:0.1,3.4|. Procedure details: A stirred suspension of methyltriphenylphosphonium bromide (1.84 g, 5.16 mmol) and potassium tert-butoxide (578 mg, 5.16 mmol) in tetrahydrofuran (15 mL) was heated at reflux under an atmosphere of argon for 3 hours then allowed to cool to ambient temperature. A solution of ketone (87) (888 mg, 3.44 mmol) in tetrahydrofuran (7.5 mL) was added then heating at reflux continued for 2.25 hours. The mixture was diluted with water (30 mL) then the product extracted into diethyl ether (2×30 mL). The co...